Dataset: the Open Reaction Database (ORD), a public repository of structured organic reaction records. Task: describe an organic reaction: reactants, conditions, products, and yield Procedure: [2-(3-Chloro-propoxy)-phenyl]-(2-chloro-9H-purin-6-yl)-amine (3 mmol), bromo-cyclopentane (4.1 mmol) and potassium carbonate (water free, 3.6 mmol) are suspended in DMF (20 ml) and heated up to 50° C. and the mixture is stirred at this temperature for 5 hours. After cooling to RT the mixture is poured on water and extracted 3 times with ethyl acetate. The combined organic phases are washed twice with brine and the extract is dried over sodium sulfate and evaporated. The residue is purified by fl... RXN SMILES: [Cl:1][CH2:2][CH2:3][CH2:4][O:5][C:6]1[CH:11]=[CH:10][CH:9]=[CH:8][C:7]=1[NH:12][C:13]1[N:21]=[C:20]([Cl:22])[N:19]=[C:18]2[C:14]=1[N:15]=[CH:16][NH:17]2.Br[CH:24]1[CH2:28][CH2:27][CH2:26][CH2:25]1.C(=O)([O-])[O-].[K+].[K+]>CN(C=O)C>[Cl:1][CH2:2][CH2:3][CH2:4][O:5][C:6]1[CH:11]=[CH:10][CH:9]=[CH:8][C:7]=1[NH:12][C:13]1[N:21]=[C:20]([Cl:22])[N:19]=[C:18]2[C:14]=1[N:15]=[CH:16][N:17]2[CH:24]1[CH2:28][CH2:27][CH2:26][CH2:25]1 |f:2.3.4|. The reactants are ClCCCOC1=C(C=CC=C1)NC1=C2N=CNC2=NC(=N1)Cl ([2-(3-Chloro-propoxy)-phenyl]-(2-chloro-9H-purin-6-yl)-amine), BrC1CCCC1 (bromo-cyclopentane), C([O-])([O-])=O.[K+].[K+] (potassium carbonate). Yields the product ClCCCOC1=C(C=CC=C1)NC1=C2N=CN(C2=NC(=N1)Cl)C1CCCC1 ([2-(3-Chloro-propoxy)-phenyl]-(2-chloro-9-cyclopentyl-purin-6-yl)-amine). Conditions: temperature 50 celsius, time 5 hour. Solvent: CN(C)C=O (DMF). Reactants: CC(=O)OC1OC(CO)C(OC(C)=O)C1OC(C)=O, NS(=O)(=O)Cl. Yields the product CC(=O)OC1OC(COS(N)(=O)=O)C(OC(C)=O)C1OC(C)=O. Reaction SMILES: [C:1]([CH3:2])(=[O:3])[O:4][CH:5]1[CH:6]([O:16][C:17]([CH3:18])=[O:19])[O:7][CH:8]([CH2:14][OH:15])[CH:9]1[O:10][C:11]([CH3:12])=[O:13].[Cl:20][S:21](=[O:22])(=[O:23])[NH2:24]>>[C:1]([CH3:2])(=[O:3])[O:4][CH:5]1[CH:6]([O:16][C:17]([CH3:18])=[O:19])[O:7][CH:8]([CH2:14][O:15][S:21](=[O:22])(=[O:23])[NH2:24])[CH:9]1[O:10][C:11]([CH3:12])=[O:13]. Starting materials: BrC=1C=C(C(=NC1)N)N (5-bromo-2,3-diaminopyridine), BrC=1C=NNC1C=O (4-bromo-1H-pyrazole-5-carbaldehyde). Product: BrC=1C=C2C(=NC1)NC(=N2)C2=NNC=C2Br (6-Bromo-2-(4-bromo-1H-pyrazol-3-yl)-3H-imidazo[4,5-b]pyridine). RXN SMILES: [Br:1][C:2]1[CH:3]=[C:4]([NH2:9])[C:5]([NH2:8])=[N:6][CH:7]=1.[Br:10][C:11]1[CH:12]=[N:13][NH:14][C:15]=1[CH:16]=O>>[Br:1][C:2]1[CH:3]=[C:4]2[N:9]=[C:16]([C:15]3[C:11]([Br:10])=[CH:12][NH:13][N:14]=3)[NH:8][C:5]2=[N:6][CH:7]=1. Procedure: The title compound was prepared from 5-bromo-2,3-diaminopyridine and 4-bromo-1H-pyrazole-5-carbaldehyde. Reactants: O=C1[C@H]([C@@H](CCC[C@H](CO)C)C)[C@]2(CC[C@@H]3[C@]4(CC[C@@H](CC4=CC[C@H]3[C@@H]2C1)O)C)C ((25R)-16-oxo-26-hydroxycholesterol), O=C1[C@H]([C@@H](CCC[C@H](CO)C)C)[C@]2(CC[C@@H]3[C@]4(CC[C@@H](CC4=CC[C@H]3[C@@H]2C1)O)C)C ((25R)-16-oxo-26-hydroxycholesterol), Intermediate ( 8 ), (25R)-16-oxo-26-hydroxycholesterol 26-tosylate, (25R)-16-oxo-26-hydroxycholesterol-3β,26, C1(C=2C(C(N1)=O)=CC=CC2)=O (phthalimide). The product is O=C1[C@H]([C@@H](CCC[C@H](CN2C(C=3C(C2=O)=CC=CC3)=O)C)C)[C@]3(CC[C@@H]2[C@]4(CC[C@@H](CC4=CC[C@H]2[C@@H]3C1)O)C)C ((25R)-16-oxo-26-phthalimidocholesterol). RXN SMILES: [O:1]=[C:2]1[CH2:27][C@@H:26]2[C@:13]([CH3:30])([CH2:14][CH2:15][C@H:16]3[C@H:25]2[CH2:24][CH:23]=[C:22]2[C@:17]3([CH3:29])[CH2:18][CH2:19][C@H:20]([OH:28])[CH2:21]2)[C@H:3]1[C@H:4]([CH3:12])[CH2:5][CH2:6][CH2:7][C@@H:8]([CH3:11])[CH2:9]O.[C:31]1(=[O:41])[NH:35][C:34](=[O:36])[C:33]2=[CH:37][CH:38]=[CH:39][CH:40]=[C:32]12>>[O:1]=[C:2]1[CH2:27][C@@H:26]2[C@:13]([CH3:30])([CH2:14][CH2:15][C@H:16]3[C@H:25]2[CH2:24][CH:23]=[C:22]2[C@:17]3([CH3:29])[CH2:18][CH2:19][C@H:20]([OH:28])[CH2:21]2)[C@H:3]1[C@H:4]([CH3:12])[CH2:5][CH2:6][CH2:7][C@@H:8]([CH3:9])[CH2:11][N:35]1[C:31](=[O:41])[C:32]2=[CH:40][CH:39]=[CH:38][CH:37]=[C:33]2[C:34]1=[O:36]. Procedure details: Thereafter, (25R)-16-oxo-26-hydroxycholesterol (9) is converted to (25R)-16-oxo-26-hydroxycholesterol-26-tosylate (8) directly or indirectly by solvolysis of a (25R)-16-oxo-26-hydroxycholesterol-3β,26--ditosylate (7). Intermediate (8) is then subjected to displacement reaction with a phthalimide salt to form (25R)-16-oxo-26-phthalimidocholesterol (5). The reaction conditions and reagents for effecting all these conversions are the same as described above. Procedure details: To a solution of [2,6-dichloro-4-(trifluoromethyl)phenyl]acetic acid (273 mg, 1.00 mmol) in toluene (2.0 mL) was added N,N′-carbonyldiimidazole (162 mg, 1.00 mmol) at room temperature. After the reaction mixture was stirred at 50° C. for 15 min, N2-methylbenzene-1,2,3-triamine (137 mg, 1.00 mmol) in toluene (2 mL) was added to the mixture, and the mixture was refluxed for further 60 hr. After the reaction mixture was cooled, the solvent was evaporated in vacuo, and the residue was purified by si... The solvent is C1(=CC=CC=C1)C (toluene), C1(=CC=CC=C1)C (toluene). Yield: 45.5%. The product is ClC1=C(CC2=NC3=C(N2C)C(=CC=C3)N)C(=CC(=C1)C(F)(F)F)Cl (2-[2,6-Dichloro-4-(trifluoromethyl)benzyl]-1-methyl-1H-benzimidazol-7-amine). Reactants: ClC1=C(C(=CC(=C1)C(F)(F)F)Cl)CC(=O)O ([2,6-dichloro-4-(trifluoromethyl)phenyl]acetic acid), N,N′-carbonyldiimidazole, CNC1=C(C=CC=C1N)N (N2-methylbenzene-1,2,3-triamine). Run at temperature 50 celsius, time 15 minute. Reaction SMILES: [Cl:1][C:2]1[CH:7]=[C:6]([C:8]([F:11])([F:10])[F:9])[CH:5]=[C:4]([Cl:12])[C:3]=1[CH2:13][C:14](O)=O.[CH3:17][NH:18][C:19]1[C:24]([NH2:25])=[CH:23][CH:22]=[CH:21][C:20]=1[NH2:26]>C1(C)C=CC=CC=1>[Cl:1][C:2]1[CH:7]=[C:6]([C:8]([F:11])([F:10])[F:9])[CH:5]=[C:4]([Cl:12])[C:3]=1[CH2:13][C:14]1[N:18]([CH3:17])[C:19]2[C:24]([NH2:25])=[CH:23][CH:22]=[CH:21][C:20]=2[N:26]=1. Reactants: CC(C)(C)C(=O)CBr, CCCCc1n[nH]c(=O)n1Cc1ccc(-c2ccccc2C#N)cc1, CC(C)(C)[O-], CN(C)C=O, CCOC(C)=O, [K+]. Product: CCCCc1nn(CC(=O)C(C)(C)C)c(=O)n1Cc1ccc(-c2ccccc2C#N)cc1. As a reaction SMILES: [Br:37][CH2:38][C:39]([C:40]([CH3:41])([CH3:42])[CH3:43])=[O:44].[CH2:1]([CH2:2][CH2:3][CH3:4])[c:5]1[n:6][nH:7][c:8](=[O:25])[n:9]1[CH2:10][c:11]1[cH:12][cH:13][c:14](-[c:17]2[c:18]([C:23]#[N:24])[cH:19][cH:20][cH:21][cH:22]2)[cH:15][cH:16]1.[CH3:26][C:27]([CH3:28])([O-:29])[CH3:30].[CH3:32][N:33]([CH3:34])[CH:35]=[O:36].[CH3:45][CH2:46][O:47][C:48](=[O:49])[CH3:50].[K+:31]>>[CH2:1]([CH2:2][CH2:3][CH3:4])[c:5]1[n:6][n:7]([CH2:38][C:39]([C:40]([CH3:41])([CH3:42])[CH3:43])=[O:44])[c:8](=[O:25])[n:9]1[CH2:10][c:11]1[cH:12][cH:13][c:14](-[c:17]2[c:18]([C:23]#[N:24])[cH:19][cH:20][cH:21][cH:22]2)[cH:15][cH:16]1. Starting materials: C=1(C(=CC=CC1)OCCCCCCN1C(C=2C(C1=O)=CC=CC2)=O)C2=CC=CC=C2 (N-[6-(2-biphenyloxy)hexyl]phthalimide), O.NN (hydrazine hydrate), hydrochloride salt. Run in C(C)O (ethanol). Yields the product NCCCCCCOC=1C(=CC=CC1)C1=CC=CC=C1 (1-Amino-6-(biphenyloxy)hexane). As a reaction SMILES: [C:1]1([C:25]2[CH:30]=[CH:29][CH:28]=[CH:27][CH:26]=2)[C:2]([O:7][CH2:8][CH2:9][CH2:10][CH2:11][CH2:12][CH2:13][N:14]2C(=O)C3=CC=CC=C3C2=O)=[CH:3][CH:4]=[CH:5][CH:6]=1.O.NN>C(O)C>[NH2:14][CH2:13][CH2:12][CH2:11][CH2:10][CH2:9][CH2:8][O:7][C:2]1[C:1]([C:25]2[CH:30]=[CH:29][CH:28]=[CH:27][CH:26]=2)=[CH:6][CH:5]=[CH:4][CH:3]=1 |f:1.2|. Procedure details: A mixture of N-[6-(2-biphenyloxy)hexyl]phthalimide (15.1 g), ethanol (400 ml) and hydrazine hydrate (30 ml) was heated at reflux for 4 hours, cooled to room temperature, filtered, and evaporated to dryness. The material that remained was stirred with dichloromethane (500 ml), filtered and evaporated to yield 1-amino-6-(2-biphenyloxy) as an oil, which was converted to the hydrochloride salt, (m.p. 86°-88° CC.) according to the method of Example IV. The reactants are [H-].[Na+] (sodium hydride), C(C)OC(=O)N1CCC(CC1)N (4-amino-piperidine-1-carboxylic acid ethyl ester), OC1=CC(N(C2=CC=C(C=C12)OC)C)=O (4-Hydroxy-6-methoxy-1-methyl-1H-quinolin-2-one), C1(=CC=CC=C1)NS(=O)(=O)C(F)(F)F (N-phenyltrifluoromethanesulfonamide). Run in CN(C)C=O (DMF), CCOC(=O)C (EtOAc). Conditions: temperature 60 celsius, time 5 minute. Yields the product C(C)OC(=O)N1CCC(CC1)NC1=CC(N(C2=CC=C(C=C12)OC)C)=O (4-(6-Methoxy-1-methyl-2-oxo-1,2-dihydro-quinolin-4-ylamino)-piperidine-1-carboxylic acid ethyl ester). Yield: 12.0%. As a reaction SMILES: O[C:2]1[C:11]2[C:6](=[CH:7][CH:8]=[C:9]([O:12][CH3:13])[CH:10]=2)[N:5]([CH3:14])[C:4](=[O:15])[CH:3]=1.[H-].[Na+].C1(NS(C(F)(F)F)(=O)=O)C=CC=CC=1.[CH2:32]([O:34][C:35]([N:37]1[CH2:42][CH2:41][CH:40]([NH2:43])[CH2:39][CH2:38]1)=[O:36])[CH3:33]>CN(C=O)C.CCOC(C)=O>[CH2:32]([O:34][C:35]([N:37]1[CH2:38][CH2:39][CH:40]([NH:43][C:2]2[C:11]3[C:6](=[CH:7][CH:8]=[C:9]([O:12][CH3:13])[CH:10]=3)[N:5]([CH3:14])[C:4](=[O:15])[CH:3]=2)[CH2:41][CH2:42]1)=[O:36])[CH3:33] |f:1.2|. Procedure details: To a suspension of 4-Hydroxy-6-methoxy-1-methyl-1H-quinolin-2-one (1.8 g, 10 mmol) in DMF (30 mL) was added sodium hydride (385 mg, 10 mmol, 60% dispersion in mineral oil). After stirring for 5 minutes, N-phenyltrifluoromethanesulfonamide (3.4 g, 10 mmol) was added and the reaction was stirred and monitored by TLC to completion (20 minutes). 4-amino-piperidine-1-carboxylic acid ethyl ester was then added and the reaction mixture was heated at 60° C. over night. The reaction mixture was then dilu... The reactants are Fc1cc(Br)ccc1C(F)F, [C-]#N, CCCCCC, CN1CCCC1=O, CCOC(C)=O, ClCCl, [K+], O. Product: N#Cc1cc(Br)ccc1C(F)F. As a reaction SMILES: [Br:1][c:2]1[cH:3][c:4]([F:11])[c:5]([CH:8]([F:9])[F:10])[cH:6][cH:7]1.[C-:12]#[N:13].[CH3:16][CH2:17][CH2:18][CH2:19][CH2:20][CH3:21].[CH3:22][N:23]1[CH2:24][CH2:25][CH2:26][C:27]1=[O:28].[CH3:32][CH2:33][O:34][C:35]([CH3:36])=[O:37].[Cl:29][CH2:30][Cl:31].[K+:14].[OH2:15]>>[Br:1][c:2]1[cH:3][c:4]([C:12]#[N:13])[c:5]([CH:8]([F:9])[F:10])[cH:6][cH:7]1. Reactants: CS(C)=O, CCOC(C)=O, CCN(C(C)C)C(C)C, CCOC(=O)C(O)c1ccc(Cl)c(NC(=O)c2ccc(OCC3CN(C)c4ccccc4O3)cc2Cl)c1, O, O=S(=O)=O, c1ccncc1. The product is CCOC(=O)C(=O)c1ccc(Cl)c(NC(=O)c2ccc(OCC3CN(C)c4ccccc4O3)cc2Cl)c1. RXN SMILES: [CH3:47][S:48]([CH3:49])=[O:50].[CH3:62][CH2:63][O:64][C:65](=[O:66])[CH3:67].[CH:38]([N:39]([CH:40]([CH3:41])[CH3:42])[CH2:43][CH3:44])([CH3:45])[CH3:46].[Cl:1][c:2]1[c:3]([NH:15][C:16]([c:17]2[c:18]([Cl:36])[cH:19][c:20]([O:23][CH2:24][CH:25]3[O:26][c:27]4[c:28]([cH:32][cH:33][cH:34][cH:35]4)[N:29]([CH3:31])[CH2:30]3)[cH:21][cH:22]2)=[O:37])[cH:4][c:5]([CH:8]([C:9](=[O:10])[O:11][CH2:12][CH3:13])[OH:14])[cH:6][cH:7]1.[OH2:61].[S:57](=[O:58])(=[O:59])=[O:60].[n:51]1[cH:52][cH:53][cH:54][cH:55][cH:56]1>>[Cl:1][c:2]1[c:3]([NH:15][C:16]([c:17]2[c:18]([Cl:36])[cH:19][c:20]([O:23][CH2:24][CH:25]3[O:26][c:27]4[c:28]([cH:32][cH:33][cH:34][cH:35]4)[N:29]([CH3:31])[CH2:30]3)[cH:21][cH:22]2)=[O:37])[cH:4][c:5]([C:8]([C:9](=[O:10])[O:11][CH2:12][CH3:13])=[O:14])[cH:6][cH:7]1.